Dataset: the Open Reaction Database (ORD), a public repository of structured organic reaction records. Task: describe an organic reaction: reactants, conditions, products, and yield Starting materials: Cl.CNC1=CC=CC=C1 (N-methylaniline hydrochloride), O1C(NCC1)=O (2-oxazolidinone). The solvent is COCCOCCO (2-(2-methoxyethoxy)-ethanol). The product is Cl.CN(CCN)C1=CC=CC=C1 (N-methyl-N-phenyl-1,2-ethanediamine hydrochloride). RXN SMILES: [ClH:1].[CH3:2][NH:3][C:4]1[CH:9]=[CH:8][CH:7]=[CH:6][CH:5]=1.O1[CH2:14][CH2:13][NH:12]C1=O>COCCOCCO>[ClH:1].[CH3:2][N:3]([C:4]1[CH:9]=[CH:8][CH:7]=[CH:6][CH:5]=1)[CH2:14][CH2:13][NH2:12] |f:0.1,4.5|. Reported procedure: In a procedure similar to Example 1, N-methylaniline hydrochloride (17.4 g, 0.10 mole), 2-oxazolidinone (8.7 g, 0.10 mole) and 50 ml of 2-(2-methoxyethoxy)-ethanol were heated for four hours. Removal of the solvent in vacuo gave a quantitative yield of N-methyl-N-phenyl-1,2-ethanediamine hydrochloride as a purplish solid. Workup as before afforded the crude diamine in also a quantitative crude yield as a dark yellow liquid. Distillation at 95° C. to 100° C. (0.5 mm Hg) gave a 79 percent yield of... The reactants are S1C(=NC2=C1C=CC=C2)NC(=S)N2C=NC=C2 (1-[(2-benzothiazolyl)thiocarbamoyl]imidazole), ClC1=C(C=CC=C1)CCN (2-(2-chlorophenyl)-ethylamine). The solvent is CN(C=O)C (N,N-dimethylformamide). The product is ClC1=C(C=CC=C1)CCNC(=S)NC=1SC2=C(N1)C=CC=C2 (N-[2-(2-chlorophenyl) ethyl]-N'-[2-benzothiazolyl]thiourea). The yield is 57.5%. Reaction SMILES: [S:1]1[C:5]2[CH:6]=[CH:7][CH:8]=[CH:9][C:4]=2[N:3]=[C:2]1[NH:10][C:11]([N:13]1[CH:17]=[CH:16]N=C1)=[S:12].[Cl:18][C:19]1[CH:24]=[CH:23][CH:22]=[CH:21][C:20]=1CCN>CN(C)C=O>[Cl:18][C:19]1[CH:24]=[CH:23][CH:22]=[CH:21][C:20]=1[CH2:16][CH2:17][NH:13][C:11]([NH:10][C:2]1[S:1][C:5]2[CH:6]=[CH:7][CH:8]=[CH:9][C:4]=2[N:3]=1)=[S:12]. Procedure details: A solution of 1-[(2-benzothiazolyl)thiocarbamoyl]imidazole (2.1 g, 8 mmol) and 2-(2-chlorophenyl)-ethylamine (1.25 g, 8 mmol) in N,N-dimethylformamide (30 mL) was stirred at 100° C. for 1.5 h, the reaction was cooled to room temperature and the solvent removed in vacuo. The residue was crystallized from ethyl acetate to provide 1.6 g (57%) of the title product: As a reaction SMILES: [CH2:1]([O:2][C:3](=[O:7])[N:11]1[C:4]([CH3:5])([CH3:6])[O:13][CH:14]([CH:23]([CH2:24][N:25]([CH2:26][CH3:27])[CH2:28][CH3:29])[OH:30])[CH:15]1[CH2:16][CH:17]1[CH2:18][CH2:19][CH2:20][CH2:21][CH2:22]1)[c:8]1[cH:9][cH:10][cH:12][cH:31][cH:32]1.[CH3:33][CH2:34][OH:35].[Pd:36]>>[NH2:11][CH:15]([CH:14]([OH:13])[CH:23]([CH2:24][N:25]([CH2:26][CH3:27])[CH2:28][CH3:29])[OH:30])[CH2:16][CH:17]1[CH2:18][CH2:19][CH2:20][CH2:21][CH2:22]1. Product: CCN(CC)CC(O)C(O)C(N)CC1CCCCC1. Reactants: CCN(CC)CC(O)C1OC(C)(C)N(C(=O)OCc2ccccc2)C1CC1CCCCC1, CCO, [Pd]. Reactants: C(CCC)[Li] (n-butyl lithium), Cl (hydrochloric acid), BrC1=NC(=CC(=C1)SC)OC1=CC(=CC=C1)C(F)(F)F (2-bromo-4-methylmercapto-6-[3-(trifluoromethyl)phenoxy] pyridine), C(=O)=O (carbon dioxide). The solvent is C(C)OCC (diethyl ether), C(C)(=O)OCC.O (ethyl acetate water). Reaction conditions: time 10 minute. Yields the product CSC1=CC(=NC(=C1)OC1=CC(=CC=C1)C(F)(F)F)C(=O)O (4-methylmercapto-6-[3-(trifluoromethyl) phenoxy] picolinic acid). As a reaction SMILES: Br[C:2]1[CH:7]=[C:6]([S:8][CH3:9])[CH:5]=[C:4]([O:10][C:11]2[CH:16]=[CH:15][CH:14]=[C:13]([C:17]([F:20])([F:19])[F:18])[CH:12]=2)[N:3]=1.C([Li])CCC.[C:26](=[O:28])=[O:27].Cl>C(OCC)C.C(OCC)(=O)C.O>[CH3:9][S:8][C:6]1[CH:5]=[C:4]([O:10][C:11]2[CH:16]=[CH:15][CH:14]=[C:13]([C:17]([F:20])([F:19])[F:18])[CH:12]=2)[N:3]=[C:2]([C:26]([OH:28])=[O:27])[CH:7]=1 |f:5.6|. Procedure details: 2-bromo-4-methylmercapto-6-[3-(trifluoromethyl)phenoxy] pyridine (5.00 g, 0.0137 mol) was dissolved in about 200 ml of diethyl ether. While cooling in a dry ice-acetone bath in an argon atmosphere, the obtained solution was mixed with n-butyl lithium [9.3 ml (ca. 1.63 M in hexane solution), 0.0137×1.1 mol] and then stirred for about 10 minutes. After the interior of the reactor was replaced with a carbon dioxide gas, the solution was removed from the bath and stirred at room temperature for abou...